From a dataset of the Open Reaction Database (ORD), a public repository of structured organic reaction records. describe an organic reaction: reactants, conditions, products, and yield The reactants are N([C@@H](CC1=CC=CC=C1)C(=O)N[C@@H](CC1=CC=C(C=C1)NC(=O)OC(C)(C)C)C(=O)N[C@@H](CC(C)C)C(=O)OC)N=[N+]=[N-] (N3-Phe-Phe(4-NHBoc)-Leu-OMe), O.NN (hydrazine hydrate). The solvent is CO (MeOH). Yields the product N([C@@H](CC1=CC=CC=C1)C(=O)N[C@@H](CC1=CC=C(C=C1)NC(=O)OC(C)(C)C)C(=O)N[C@@H](CC(C)C)C(=O)NN)N=[N+]=[N-] (N3-Phe-Phe(4-NHBoc)-Leu-NHNH2). Conditions: time 8 hour. RXN SMILES: [NH:1]([N:41]=[N+:42]=[N-:43])[C@H:2]([C:10]([NH:12][C@H:13]([C:29]([NH:31][C@H:32]([C:37]([O:39]C)=O)[CH2:33][CH:34]([CH3:36])[CH3:35])=[O:30])[CH2:14][C:15]1[CH:20]=[CH:19][C:18]([NH:21][C:22]([O:24][C:25]([CH3:28])([CH3:27])[CH3:26])=[O:23])=[CH:17][CH:16]=1)=[O:11])[CH2:3][C:4]1[CH:9]=[CH:8][CH:7]=[CH:6][CH:5]=1.O.[NH2:45][NH2:46]>CO>[NH:1]([N:41]=[N+:42]=[N-:43])[C@H:2]([C:10]([NH:12][C@H:13]([C:29]([NH:31][C@H:32]([C:37]([NH:45][NH2:46])=[O:39])[CH2:33][CH:34]([CH3:36])[CH3:35])=[O:30])[CH2:14][C:15]1[CH:20]=[CH:19][C:18]([NH:21][C:22]([O:24][C:25]([CH3:28])([CH3:26])[CH3:27])=[O:23])=[CH:17][CH:16]=1)=[O:11])[CH2:3][C:4]1[CH:9]=[CH:8][CH:7]=[CH:6][CH:5]=1 |f:1.2|. Procedure details: N3-Phe-Phe(4-NHBoc)-Leu-OMe (160 mg, 276 μmol) was dissolved in MeOH and hydrazine hydrate (800 μl, 16.6 mmol, 60 equiv.) was added and the mixture was stirred overnight. Co-evaporation with toluene (3×) yielded the title compound which was used without further purification. LC/MS: Rt 7.54 minutes (linear gradient 10->90% MeCN+0.1% TFA, 15 minutes), (ESI-MS (m/z): 581.13. 1H NMR (400 MHz, CD3OD): δ ppm 7.40-7.17 (m, 7H), 7.02 (d, J=8.5 Hz, 2H), 4.61 (t, J=7.0 Hz, 1H), 4.35 (t, J=7.3 Hz, 1H), 4.1...